From a dataset of the Open Reaction Database (ORD), a public repository of structured organic reaction records. describe an organic reaction: reactants, conditions, products, and yield Reactants: BrCC(=O)C1=CC(=CC=C1)CCO (2-bromo-1-[3-(2-hydroxyethyl)phenyl]ethanone), C(C)(=O)NC(=S)N (1-acetyl-2-thiourea). Solvent: O1CCCC1 (tetrahydrofuran). Reaction conditions: temperature 60 celsius, time 2 hour. The product is OCCC=1C=C(C=CC1)C=1N=C(SC1)NC(C)=O (N-{4-[3-(2-hydroxyethyl)phenyl]-1,3-thiazol-2-yl}acetamide). Isolated yield 72.4%. As a reaction SMILES: Br[CH2:2][C:3]([C:5]1[CH:10]=[CH:9][CH:8]=[C:7]([CH2:11][CH2:12][OH:13])[CH:6]=1)=O.[C:14]([NH:17][C:18]([NH2:20])=[S:19])(=[O:16])[CH3:15]>O1CCCC1>[OH:13][CH2:12][CH2:11][C:7]1[CH:6]=[C:5]([C:3]2[N:20]=[C:18]([NH:17][C:14](=[O:16])[CH3:15])[S:19][CH:2]=2)[CH:10]=[CH:9][CH:8]=1. Procedure: To a solution of 2-bromo-1-[3-(2-hydroxyethyl)phenyl]ethanone (crude, 658 mg) in tetrahydrofuran (15 ml) was added 1-acetyl-2-thiourea (320 mg) at 25° C. The mixture was stirred at 60° C. for 2 h. The residual colorless crystals were collected by filtration. The crystals were washed with isopropyl ether, dried under reduced pressure to give N-{4-[3-(2-hydroxyethyl)phenyl]-1,3-thiazol-2-yl}acetamide (514 mg) as a colorless crystal. Reactants: C(CCCC)C1OCC2=C(O1)C=CC(=C2)C=CC (2-pentyl-6-propenyl-1,3-benzodioxan), [H][H] (hydrogen). Reagents/catalysts: [Pd] (palladium/carbon). Run in C(C)O (ethanol). Yields the product C(CCCC)C1OCC2=C(O1)C=CC(=C2)CCC (2-pentyl-6-propyl-1,3-benzodioxan). RXN SMILES: [CH2:1]([CH:6]1[O:11][C:10]2[CH:12]=[CH:13][C:14]([CH:16]=[CH:17][CH3:18])=[CH:15][C:9]=2[CH2:8][O:7]1)[CH2:2][CH2:3][CH2:4][CH3:5].[H][H]>C(O)C.[Pd]>[CH2:1]([CH:6]1[O:11][C:10]2[CH:12]=[CH:13][C:14]([CH2:16][CH2:17][CH3:18])=[CH:15][C:9]=2[CH2:8][O:7]1)[CH2:2][CH2:3][CH2:4][CH3:5]. Procedure details: 2.5 g of crude 2-pentyl-6-propenyl-1,3-benzodioxan are dissolved in 75 ml of ethanol and hydrogenated with 0.25 g of palladium/carbon (5% by weight) at room temperature until the hydrogen uptake comes to a standstill. The mixture is filtered and concentrated. The crude product is purified by chromatography on a column of 32 g of basic aluminium oxide with hexane/ether (9:1). Pure 2-pentyl-6-propyl-1,3-benzodioxan is obtained as a colorless oil. Run in O1CCOCC1 (dioxane). Product: C(#N)C=1N=CC(=NC1NC1=CC=C(C=C1)C1CCN(CC1)C)N1C[C@@H](CCC1)NC(OC(C)(C)C)=O ((R)-tert-butyl 1-(5-cyano-6-(4-(1-methylpiperidin-4-yl)phenylamino)pyrazin-2-yl)piperidin-3-ylcarbamate). Procedure: The mixture of (R)-tert-butyl 1-(6-chloro-5-cyanopyrazin-2-yl)piperidin-3-ylcarbamate (87, 240 mg, 0.71 mmol), 4-(1-methylpiperidin-4-yl)aniline (280 mg, 1.42 mmol), fine-powder cesium carbonate (930 mg, 2.84 mmol), Pd(OAc)2 (32 mg, 0.14 mmol), BINAP (88 mg, 0.14 mmol) in 20 mL dioxane was degassed with nitrogen stream for 3 min. It was then stirred in 115° C. bath in nitrogen atmosphere for 2 hours. The mixture was cooled to RT, diluted with 100 mL EtOAc, and filtered. The filtrate was concentr... Reagents/catalysts: CC(=O)[O-].CC(=O)[O-].[Pd+2] (Pd(OAc)2). Reaction SMILES: Cl[C:2]1[N:7]=[C:6]([N:8]2[CH2:13][CH2:12][CH2:11][C@@H:10]([NH:14][C:15](=[O:21])[O:16][C:17]([CH3:20])([CH3:19])[CH3:18])[CH2:9]2)[CH:5]=[N:4][C:3]=1[C:22]#[N:23].[CH3:24][N:25]1[CH2:30][CH2:29][CH:28]([C:31]2[CH:37]=[CH:36][C:34]([NH2:35])=[CH:33][CH:32]=2)[CH2:27][CH2:26]1.C(=O)([O-])[O-].[Cs+].[Cs+].C1C=CC(P(C2C(C3C(P(C4C=CC=CC=4)C4C=CC=CC=4)=CC=C4C=3C=CC=C4)=C3C(C=CC=C3)=CC=2)C2C=CC=CC=2)=CC=1>O1CCOCC1.CC([O-])=O.CC([O-])=O.[Pd+2]>[C:22]([C:3]1[N:4]=[CH:5][C:6]([N:8]2[CH2:13][CH2:12][CH2:11][C@@H:10]([NH:14][C:15](=[O:21])[O:16][C:17]([CH3:20])([CH3:19])[CH3:18])[CH2:9]2)=[N:7][C:2]=1[NH:35][C:34]1[CH:36]=[CH:37][C:31]([CH:28]2[CH2:27][CH2:26][N:25]([CH3:24])[CH2:30][CH2:29]2)=[CH:32][CH:33]=1)#[N:23] |f:2.3.4,7.8.9|. Run at temperature 115 celsius, time 2 hour. Reactants: ClC1=C(N=CC(=N1)N1C[C@@H](CCC1)NC(OC(C)(C)C)=O)C#N ((R)-tert-butyl 1-(6-chloro-5-cyanopyrazin-2-yl)piperidin-3-ylcarbamate), CN1CCC(CC1)C1=CC=C(N)C=C1 (4-(1-methylpiperidin-4-yl)aniline), C([O-])([O-])=O.[Cs+].[Cs+] (cesium carbonate), C=1C=CC(=CC1)P(C=2C=CC=CC2)C3=CC=C4C=CC=CC4=C3C5=C6C=CC=CC6=CC=C5P(C=7C=CC=CC7)C=8C=CC=CC8 (BINAP). Yield: 90.0%. Reactants: O=C1CCC(=O)N1Br, CC#N, Cc1cc(C)c2c(c1)OCC2c1ccc(C(C)C)cc1. Product: Cc1cc2c(c(C)c1Br)C(c1ccc(C(C)C)cc1)CO2. Reaction SMILES: [Br:21][N:22]1[C:23](=[O:24])[CH2:25][CH2:26][C:27]1=[O:28].[CH3:29][C:30]#[N:31].[CH:1]([CH3:2])([CH3:3])[c:4]1[cH:5][cH:6][c:7]([CH:10]2[CH2:11][O:12][c:13]3[c:14]2[c:15]([CH3:20])[cH:16][c:17]([CH3:19])[cH:18]3)[cH:8][cH:9]1>>[CH:1]([CH3:2])([CH3:3])[c:4]1[cH:5][cH:6][c:7]([CH:10]2[CH2:11][O:12][c:13]3[c:14]2[c:15]([CH3:20])[c:16]([Br:21])[c:17]([CH3:19])[cH:18]3)[cH:8][cH:9]1. RXN SMILES: [CH3:1][C:2]1[CH:3]=[C:4]([CH:13]=[CH:14][C:15]=1[CH3:16])[CH2:5][C:6]1([OH:12])[CH2:11][CH2:10][NH:9][CH2:8][CH2:7]1.[CH2:17]([O:24][C:25]1[CH:26]=[CH:27][C:28]2[O:32][CH:31]([CH2:33]Br)[CH2:30][C:29]=2[CH:35]=1)[C:18]1[CH:23]=[CH:22][CH:21]=[CH:20][CH:19]=1>>[CH3:1][C:2]1[CH:3]=[C:4]([CH:13]=[CH:14][C:15]=1[CH3:16])[CH2:5][C:6]1([OH:12])[CH2:11][CH2:10][N:9]([CH2:33][CH:31]2[CH2:30][C:29]3[CH:35]=[C:25]([O:24][CH2:17][C:18]4[CH:23]=[CH:22][CH:21]=[CH:20][CH:19]=4)[CH:26]=[CH:27][C:28]=3[O:32]2)[CH2:8][CH2:7]1. Reported procedure: The title compound MS: m/e=458.6 (M+H+) was prepared from 4-(3,4-dimethyl-benzyl)-piperidin-4-ol and 5-benzyloxy-2-(RS)-bromomethyl-2,3-dihydro-benzofuran. Yields the product CC=1C=C(CC2(CCN(CC2)CC2OC3=C(C2)C=C(C=C3)OCC3=CC=CC=C3)O)C=CC1C ((RS)-4-(3,4-Dimethyl-benzyl)-1-(5-benzyloxy-2,3-dihydro-benzofuran-2-ylmethyl)-piperidin-4-ol). Starting materials: CC=1C=C(CC2(CCNCC2)O)C=CC1C (4-(3,4-dimethyl-benzyl)-piperidin-4-ol), C(C1=CC=CC=C1)OC=1C=CC2=C(CC(O2)CBr)C1 (5-benzyloxy-2-(RS)-bromomethyl-2,3-dihydro-benzofuran). Reagents/catalysts: Cl[Pd]([P](C1=CC=CC=C1)(C2=CC=CC=C2)C3=CC=CC=C3)([P](C4=CC=CC=C4)(C5=CC=CC=C5)C6=CC=CC=C6)Cl (PdCl2(PPh3)2). Solvent: C(C)O (ethanol), C1(=CC=CC=C1)C (toluene), C(C)(=O)OCC (ethyl acetate). Product: COC(C1=CC=C(C=C1)C#C\C=C\C1=CC=C(C=C1)C=O)=O (4-[(E)-4-(4-formylphenyl)but-3-en-1-yn-1-yl)benzoic acid methyl ester). The reactants are C(=O)C1=CC=C(C=C1)B(O)O (4-Formylphenylboronic acid), C1(=CC=CC=C1)P(C1=CC=CC=C1)C1=CC=CC=C1 (triphenylphosphine), C([O-])([O-])=O.[K+].[K+] (potassium carbonate), COC(C1=CC=C(C=C1)C#C\C=C\Cl)=O (4-((E)-4-chlorobut-3-en-1-yn-1-yl)benzoic acid methyl ester), ( WO2008/154642 ). Reported procedure: 4-Formylphenylboronic acid (0.49 g), PdCl2(PPh3)2 (0.11 g), triphenylphosphine (78 mg) and potassium carbonate (0.82 g) were added to a toluene (3.5 mL)-ethanol (1.8 mL) solution of 4-((E)-4-chlorobut-3-en-1-yn-1-yl)benzoic acid methyl ester (0.70 g) as obtained by the method described in the patent (WO2008/154642), and the mixture was heated and refluxed for 3 hours in a nitrogen atmosphere. After the reaction mixture was cooled to room temperature, ethyl acetate was added, the insolubles were ... As a reaction SMILES: [CH:1]([C:3]1[CH:8]=[CH:7][C:6](B(O)O)=[CH:5][CH:4]=1)=[O:2].C1(P(C2C=CC=CC=2)C2C=CC=CC=2)C=CC=CC=1.C(=O)([O-])[O-].[K+].[K+].[CH3:37][O:38][C:39](=[O:51])[C:40]1[CH:45]=[CH:44][C:43]([C:46]#[C:47]/[CH:48]=[CH:49]/Cl)=[CH:42][CH:41]=1>Cl[Pd](Cl)([P](C1C=CC=CC=1)(C1C=CC=CC=1)C1C=CC=CC=1)[P](C1C=CC=CC=1)(C1C=CC=CC=1)C1C=CC=CC=1.C(OCC)(=O)C.C(O)C.C1(C)C=CC=CC=1>[CH3:37][O:38][C:39](=[O:51])[C:40]1[CH:45]=[CH:44][C:43]([C:46]#[C:47]/[CH:48]=[CH:49]/[C:6]2[CH:7]=[CH:8][C:3]([CH:1]=[O:2])=[CH:4][CH:5]=2)=[CH:42][CH:41]=1 |f:2.3.4,^1:54,73|. Yield: 64.1%. Reactants: NC1=NC(=NC=C1CO)SCC (4-amino-5-hydroxymethyl-2-(ethylthio)pyrimidine). Reagents/catalysts: O=[Mn]=O (MnO2). The solvent is C(Cl)(Cl)Cl (CHCl3). Run at time 8 hour. Yields the product NC1=NC(=NC=C1)SCC (4-amino-2-(ethylthio)pyrimidin). RXN SMILES: [NH2:1][C:2]1[C:7](CO)=[CH:6][N:5]=[C:4]([S:10][CH2:11][CH3:12])[N:3]=1>C(Cl)(Cl)Cl.O=[Mn]=O>[NH2:1][C:2]1[CH:7]=[CH:6][N:5]=[C:4]([S:10][CH2:11][CH3:12])[N:3]=1. Procedure details: To a solution of 4-amino-5-hydroxymethyl-2-(ethylthio)pyrimidine (5-1a) (9.6 g, 51.89 mmol) in CHCl3 (1 L) was added MnO2 (86.9 g, 415 mmol, 8 equiv). The suspension was stirred at rt overnight. The mixture was filtered through celite and washed with CHCl3. The combined filtrate was concentrated to give the titled compound (5-2a). 1H-NMR (500 MHz, CDCl3) δ 9.78 (s, 1H), 8.42 (s, 1H), 8.20 (broad, 1H), 5.74 (broad, 1H), 2.55 (q, 2H), 1.38 (t, 3H). LRMS m/z (M+H) Calcd. 184.24, found 184.16. The reactants are C1(=CC=CC=C1)P(=O)(C1=CC=CC=C1)N=[N+]=[N-] (Diphenylphosphoryl azide), CC12CC3(CC(CC(C1)C3)C2)CC(=O)O (3-methyladamantan-1-ylacetic acid), N1=CC=CC=C1 (pyridine). Conditions: temperature 100 celsius, time 40 minute. Yields the product CC12CC3(CC(CC(C1)C3)C2)CN=C=O (3-methyladamantan-1-ylmethyl isocyanate). Reaction SMILES: C1(P(N=[N+]=[N-])(C2C=CC=CC=2)=[O:8])C=CC=CC=1.[CH3:18][C:19]12[CH2:28][CH:23]3[CH2:24][CH:25]([CH2:27][C:21]([CH2:29]C(O)=O)([CH2:22]3)[CH2:20]1)[CH2:26]2.[N:33]1[CH:38]=CC=CC=1>>[CH3:18][C:19]12[CH2:26][CH:25]3[CH2:24][CH:23]([CH2:22][C:21]([CH2:29][N:33]=[C:38]=[O:8])([CH2:27]3)[CH2:20]1)[CH2:28]2. Procedure: Diphenylphosphoryl azide (6.41 g.) was added dropwise to a solution of 3-methyladamantan-1-ylacetic acid (4.85 g.) in dry pyridine (20 ml.) and stirred at 100° C. for 40 minutes to give 3-methyladamantan-1-ylmethyl isocyanate [I.R.: 2260 cm-1 ]. 5-Fluorouracil (2.52 g.) was added to the solution and stirred at 100° C. for 2 hours. The resultant mixture was evaporated under reduced pressure. The residue was dissolved in ethyl acetate and washed with dilute hydrochloric acid and water. Ethyl aceta... Starting materials: NC=1SC(=C(N1)C)C1=CC=C(C=C1)S(=O)(=O)N(C)C (4-(2-amino-4-methyl-thiazol-5-yl)-N,N-dimethyl-benzenesulfonamide), N(=C=O)CCC(=O)OCC (ethyl 3-isocyanatopropionate). The product is C(C)OC(CCNC(=O)NC=1SC(=C(N1)C)C1=CC=C(C=C1)S(N(C)C)(=O)=O)=O (3-{3-[5-(4-Dimethylsulfamoyl-phenyl)-4-methyl-thiazol-2-yl]-ureido}-propionic acid ethyl ester). RXN SMILES: [NH2:1][C:2]1[S:3][C:4]([C:8]2[CH:13]=[CH:12][C:11]([S:14]([N:17]([CH3:19])[CH3:18])(=[O:16])=[O:15])=[CH:10][CH:9]=2)=[C:5]([CH3:7])[N:6]=1.[N:20]([CH2:23][CH2:24][C:25]([O:27][CH2:28][CH3:29])=[O:26])=[C:21]=[O:22]>>[CH2:28]([O:27][C:25](=[O:26])[CH2:24][CH2:23][NH:20][C:21]([NH:1][C:2]1[S:3][C:4]([C:8]2[CH:9]=[CH:10][C:11]([S:14](=[O:15])(=[O:16])[N:17]([CH3:18])[CH3:19])=[CH:12][CH:13]=2)=[C:5]([CH3:7])[N:6]=1)=[O:22])[CH3:29]. Procedure: Using 4-(2-amino-4-methyl-thiazol-5-yl)-N,N-dimethyl-benzenesulfonamide (Example 24a) (0.083 g, 0.28 mmol) and replacing ethyl isocyanatoacetate with ethyl 3-isocyanatopropionate (0.05 ml, 0.34 mmol) in the above reaction affords the title compound. Run at time 24 hour. Procedure: For the synthesis, pH of the trimethylamine solution was first adjusted to 2.0 to increase the boiling point. Then epoxypropyl chloride at same molar ratio was added dropwise and the pH was maintained at 9 using IM NaOH solution. Glucosamine was then added at same molar ratio and reaction was proceeded by stirring for 24 h. Throughout the reaction pH was maintained at 9.0 product was extracted using ethanol, methanol and tri hydrofluoride and quaternized amino glucosamine was obtained as a dark ... As a reaction SMILES: C[N:2](C)C.O1C(CCl)C1.[OH-].[Na+].[OH:12][CH:13]1[O:21][C@H:20]([CH2:22][OH:23])[C@@H:18]([OH:19])[C@H:16]([OH:17])[C@H:14]1[NH2:15]>>[NH2:2][C:13]1([O:21][C@H:20]([CH2:22][OH:23])[C@@H:18]([OH:19])[C@H:16]([OH:17])[C@H:14]1[NH2:15])[OH:12] |f:2.3|. Product: NC1(O)[C@H](N)[C@@H](O)[C@H](O)[C@H](O1)CO (Amino Glucosamine). The reactants are CN(C)C (trimethylamine), OC1[C@H](N)[C@@H](O)[C@H](O)[C@H](O1)CO (Glucosamine), O1CC1CCl (epoxypropyl chloride), [OH-].[Na+] (NaOH).